describe an organic reaction: reactants, conditions, products, and yield From a dataset of the Open Reaction Database (ORD), a public repository of structured organic reaction records. Starting materials: ice water, ClC=1C=CC(=C(C=O)C1)O (5-chloro-2-hydroxy-benzaldehyde), ClCSC (chloro-methylsulfanyl-methane), C(=O)([O-])[O-].[K+].[K+] (K2CO3). The solvent is CN(C)C=O (DMF). Run at temperature 70 celsius. Product: ClC=1C=CC(=C(C=O)C1)OCSC (5-chloro-2-methylsulfanylmethoxy-benzaldehyde). Isolated yield 65.5%. As a reaction SMILES: [Cl:1][C:2]1[CH:3]=[CH:4][C:5]([OH:10])=[C:6]([CH:9]=1)[CH:7]=[O:8].Cl[CH2:12][S:13][CH3:14].C([O-])([O-])=O.[K+].[K+]>CN(C=O)C>[Cl:1][C:2]1[CH:3]=[CH:4][C:5]([O:10][CH2:12][S:13][CH3:14])=[C:6]([CH:9]=1)[CH:7]=[O:8] |f:2.3.4|. Procedure details: A mixture of 5-chloro-2-hydroxy-benzaldehyde (15.6 g, 0.1 mol), chloro-methylsulfanyl-methane (9.6 g, 0.1 mol), K2CO3 (14 g, 0.1 mol) and KI (1 g, 0.006 mol) in DMF (70 mL) was heated at 70° C. for 2 h. After cooled to the room temperature, the mixture was poured into ice water. The aqueous phase was extracted with diethyl ether. The combined organic layers were washed with NaOH solution (1 N), dried over anhydrous Na2SO4 and concentrated to give the title compound as a yellow oil (14.2 g).